Dataset: the Open Reaction Database (ORD), a public repository of structured organic reaction records. Task: describe an organic reaction: reactants, conditions, products, and yield Yields the product ClCc1ccc2nccnc2c1. Reaction SMILES: [C:20]([O:21][O:22][C:23](=[O:24])[c:25]1[cH:26][cH:27][cH:28][cH:29][cH:30]1)(=[O:31])[c:32]1[cH:33][cH:34][cH:35][cH:36][cH:37]1.[CH3:1][c:2]1[cH:3][c:4]2[n:5][cH:6][cH:7][n:8][c:9]2[cH:10][cH:11]1.[CH3:38][C:39]#[N:40].[Cl:12][N:13]1[C:14](=[O:15])[CH2:16][CH2:17][C:18]1=[O:19]>>[CH2:1]([c:2]1[cH:3][c:4]2[n:5][cH:6][cH:7][n:8][c:9]2[cH:10][cH:11]1)[Cl:12]. The reactants are O=C(OOC(=O)c1ccccc1)c1ccccc1, Cc1ccc2nccnc2c1, CC#N, O=C1CCC(=O)N1Cl. The reactants are ClC=1C(=NC(=C(N1)C)C1=CC=CC=C1)C#N (3-chloro-5-methyl-6-phenyl-pyrazine-2-carbonitrile), Cl.C1CNCCC2=C1C=CC=C2 (2,3,4,5-tetrahydro-1H-benzo[d]azepine hydrochloride), C(C)N(C(C)C)C(C)C (N-ethyldiisopropylamine). Run in CN(C=O)C (N,N-dimethylformamide). Product: CC=1N=C(C(=NC1C1=CC=CC=C1)C#N)N1CCC2=C(CC1)C=CC=C2 (5-methyl-6-phenyl-3-(1,2,4,5-tetrahydro-benzo[d]azepin-3-yl)-pyrazine-2-carbonitrile). RXN SMILES: Cl[C:2]1[C:3]([C:15]#[N:16])=[N:4][C:5]([C:9]2[CH:14]=[CH:13][CH:12]=[CH:11][CH:10]=2)=[C:6]([CH3:8])[N:7]=1.Cl.[CH2:18]1[C:24]2[CH:25]=[CH:26][CH:27]=[CH:28][C:23]=2[CH2:22][CH2:21][NH:20][CH2:19]1.C(N(C(C)C)C(C)C)C>CN(C)C=O>[CH3:8][C:6]1[N:7]=[C:2]([N:20]2[CH2:19][CH2:18][C:24]3[CH:25]=[CH:26][CH:27]=[CH:28][C:23]=3[CH2:22][CH2:21]2)[C:3]([C:15]#[N:16])=[N:4][C:5]=1[C:9]1[CH:14]=[CH:13][CH:12]=[CH:11][CH:10]=1 |f:1.2|. Reported procedure: In analogy to the procedure described in example 12 1-phenyl-1,2-propanedione and 2-aminomalonamide were heated in an aqueous solution to give 5-methyl-3-oxo-6-phenyl-3,4 -dihydro-pyrazine-2-carboxylic acid amide. Then, the 5-methyl-3-oxo-6-phenyl-3,4-dihydro-pyrazine-2-carboxylic acid amide was treated with triethylamine and phosphorus pentachloride in phosphorus oxychloride at reflux to give the 3-chloro-5-methyl-6-phenyl-pyrazine-2-carbonitrile. The 3-chloro-5-methyl-6-phenyl-pyrazine-2-carbo... Run at time 2 hour. The solvent is ClCCl (dichloromethane), ClCCl (dichloromethane), C(C)N(CC)CC (triethylamine). Product: C(C)(=O)N1C(C=CC=2C=CN3C(C12)=NC(=C3C)C)C3=CC=CC=C3 (rac-10-Acetyl-2,3-dimethyl-9-phenyl-9,10-dihydroimidazo[1,2-h][1,7]naphthyridine). Isolated yield 84.5%. Reaction SMILES: [C:1]([N:4]1[C:13]2[C:12]3=[N:14][C:15]([CH3:18])=[C:16]([CH3:17])[N:11]3[CH:10]=[CH:9][C:8]=2[C@@H:7](O)[CH2:6][C@H:5]1[C:20]1[CH:25]=[CH:24][CH:23]=[CH:22][CH:21]=1)(=[O:3])[CH3:2].CS(Cl)(=O)=O>ClCCl.C(N(CC)CC)C>[C:1]([N:4]1[C:13]2[C:12]3=[N:14][C:15]([CH3:18])=[C:16]([CH3:17])[N:11]3[CH:10]=[CH:9][C:8]=2[CH:7]=[CH:6][CH:5]1[C:20]1[CH:25]=[CH:24][CH:23]=[CH:22][CH:21]=1)(=[O:3])[CH3:2]. Procedure details: 6.0 g (17.9 mmol) of rel-(7S,9S)-10-acetyl-7-hydroxy-2,3-dimethyl-9-phenyl-7,8,9,10-tetrahydroimidazo[1,2-h][1,7]naphthyridine (racemic) are dissolved in 100 ml of dichloromethane and 20 ml of triethylamine. A solution of 2.9 g (25 mmol) of methanesulphonyl chloride in 5 ml of dichloromethane is then added dropwise with ice cooling within 30 min. After 2 h, hydrolysis is effected using water and extraction using dichloromethane. The organic phase is dried over magnesium sulphate and evaporated. ... Reactants: C(C)(=O)N1[C@@H](C[C@@H](C=2C=CN3C(C12)=NC(=C3C)C)O)C3=CC=CC=C3 (rel-(7S,9S)-10-acetyl-7-hydroxy-2,3-dimethyl-9-phenyl-7,8,9,10-tetrahydroimidazo[1,2-h][1,7]naphthyridine), CS(=O)(=O)Cl (methanesulphonyl chloride). Reactants: FC=1C=C(C=C(C1)F)C(C)(C)O[Si](C(C)C)(C(C)C)C(C)C ((2-(3,5-difluorophenyl)propan-2-yloxy)triisopropylsilane), C(CCC)[Li] (n-butyllithium), C(C)(C)OB1OC(C(O1)(C)C)(C)C (2-isopropoxy-4,4,5,5-tetramethyl-1,3,2-dioxaborolane). Solvent: C1CCOC1 (THF). Run at temperature -78 celsius, time 2 hour. The product is FC=1C=C(C=C(C1B1OC(C(O1)(C)C)(C)C)F)C(C)(C)O[Si](C(C)C)(C(C)C)C(C)C ((2-(3,5-difluoro-4-(4,4,5,5-tetramethyl-1,3,2-dioxaborolan-2-yl)phenyl)propan-2-yloxy)triisopropylsilane). RXN SMILES: [F:1][C:2]1[CH:3]=[C:4]([C:9]([O:12][Si:13]([CH:20]([CH3:22])[CH3:21])([CH:17]([CH3:19])[CH3:18])[CH:14]([CH3:16])[CH3:15])([CH3:11])[CH3:10])[CH:5]=[C:6]([F:8])[CH:7]=1.C([Li])CCC.C(O[B:32]1[O:36][C:35]([CH3:38])([CH3:37])[C:34]([CH3:40])([CH3:39])[O:33]1)(C)C>C1COCC1>[F:8][C:6]1[CH:5]=[C:4]([C:9]([O:12][Si:13]([CH:14]([CH3:15])[CH3:16])([CH:20]([CH3:22])[CH3:21])[CH:17]([CH3:19])[CH3:18])([CH3:10])[CH3:11])[CH:3]=[C:2]([F:1])[C:7]=1[B:32]1[O:36][C:35]([CH3:38])([CH3:37])[C:34]([CH3:40])([CH3:39])[O:33]1. Procedure details: To a solution of (2-(3,5-difluorophenyl)propan-2-yloxy)triisopropylsilane (1.0 eq) in dry THF (0.2M) under an atmosphere of N2 at −78° C. was added n-butyllithium (1 eq, 1.6M in hexanes) slowly keeping the internal temperature below −65° C. The reaction was stirred for 2 hrs at −78° C., followed by the addition of 2-isopropoxy-4,4,5,5-tetramethyl-1,3,2-dioxaborolane (1.15 eq). The reaction was allowed to warm to room temperature. Upon completion, the reaction was quenched with NaHCO3(sat) and ex... The reactants are BrC=1N=CC(=NC1)N[C@@H]1[C@H](CCC1)NC(C1=C(C=CC=C1)N1N=CC=N1)=O (N-[(1S,2S)-2-[(5-bromopyrazin-2-yl)amino]cyclopentyl]-2-(2H-1,2,3-triazol-2-yl)benzamide), ClC=1N=CC(=NC1)N[C@@H]1[C@H](CCC1)NC(C1=C(C=CC=C1)N1N=CC=N1)=O (N-[(1S,2S)-2-[(5-chloropyrazin-2-yl)amino]cyclopentyl]-2-(2H-1,2,3-triazol-2-yl)benzamide), Intermediate 30a, C1(CC1)B(O)O (cyclopropylboronic acid), C([O-])([O-])=O.[Na+].[Na+] (sodium carbonate), C1(CC1)B(O)O (cyclopropylboronic acid). The reagents and catalysts are C=1C=CC(=CC1)[P](C=2C=CC=CC2)(C=3C=CC=CC3)[Pd]([P](C=4C=CC=CC4)(C=5C=CC=CC5)C=6C=CC=CC6)([P](C=7C=CC=CC7)(C=8C=CC=CC8)C=9C=CC=CC9)[P](C=1C=CC=CC1)(C=1C=CC=CC1)C=1C=CC=CC1 (tetrakis(triphenylphosphine)palladium), C=1C=CC(=CC1)[P](C=2C=CC=CC2)(C=3C=CC=CC3)[Pd]([P](C=4C=CC=CC4)(C=5C=CC=CC5)C=6C=CC=CC6)([P](C=7C=CC=CC7)(C=8C=CC=CC8)C=9C=CC=CC9)[P](C=1C=CC=CC1)(C=1C=CC=CC1)C=1C=CC=CC1 (tetrakis(triphenylphosphine)palladium). Solvent: O1CCOCC1 (1,4-dioxane). The product is C1(CC1)C=1N=CC(=NC1)N[C@@H]1[C@H](CCC1)NC(C1=C(C=CC=C1)N1N=CC=N1)=O (N-[(1S,2S)-2-[(5-Cyclopropylpyrazin-2-yl)amino]cyclopentyl]-2-(2H-1,2,3-triazol-2-yl)benzamide). RXN SMILES: Br[C:2]1[N:3]=[CH:4][C:5]([NH:8][C@H:9]2[CH2:13][CH2:12][CH2:11][C@@H:10]2[NH:14][C:15](=[O:27])[C:16]2[CH:21]=[CH:20][CH:19]=[CH:18][C:17]=2[N:22]2[N:26]=[CH:25][CH:24]=[N:23]2)=[N:6][CH:7]=1.ClC1N=CC(N[C@H]2CCC[C@@H]2N[C:42](=O)[C:43]2[CH:48]=CC=CC=2N2N=CC=N2)=NC=1.C1(B(O)O)CC1.C(=O)([O-])[O-].[Na+].[Na+]>O1CCOCC1.C1C=CC([P]([Pd]([P](C2C=CC=CC=2)(C2C=CC=CC=2)C2C=CC=CC=2)([P](C2C=CC=CC=2)(C2C=CC=CC=2)C2C=CC=CC=2)[P](C2C=CC=CC=2)(C2C=CC=CC=2)C2C=CC=CC=2)(C2C=CC=CC=2)C2C=CC=CC=2)=CC=1>[CH:48]1([C:2]2[N:3]=[CH:4][C:5]([NH:8][C@H:9]3[CH2:13][CH2:12][CH2:11][C@@H:10]3[NH:14][C:15](=[O:27])[C:16]3[CH:21]=[CH:20][CH:19]=[CH:18][C:17]=3[N:22]3[N:26]=[CH:25][CH:24]=[N:23]3)=[N:6][CH:7]=2)[CH2:43][CH2:42]1 |f:3.4.5,^1:76,78,97,116|. Procedure details: A mixture of N-[(1S,2S)-2-[(5-bromopyrazin-2-yl)amino]cyclopentyl]-2-(2H-1,2,3-triazol-2-yl)benzamide and N-[(1S,2S)-2-[(5-chloropyrazin-2-yl)amino]cyclopentyl]-2-(2H-1,2,3-triazol-2-yl)benzamide (Intermediate 30a and 30b; 100 mg, 0.23 mmol), cyclopropylboronic acid (CAS number 411235-57-9; 60 mg, 0.70 mmol), sodium carbonate (aq. 2 M, 350 μl, 0.70 mmol) and tetrakis(triphenylphosphine)palladium (27 mg, 0.023 mmol) in 1,4-dioxane (778 μl) was sealed, purged and evacuated with nitrogen and then s... The reactants are ClC1=CC2=C(N(C(=N2)CC)C2=CC=C(C=C2)CC(=O)OCC)C=C1Cl (Ethyl [4-(5,6-dichloro-2-ethyl-1H-benzimidazol-1-yl)phenyl]acetate), [OH-].[Na+] (NaOH). Run in CO (methanol). Reaction conditions: time 1 hour. Yields the product ClC1=CC2=C(N(C(=N2)CC)C2=CC=C(C=C2)CC(=O)O)C=C1Cl ([4-(5,6-Dichloro-2-ethyl-1H-benzimidazol-1-yl)phenyl]acetic acid). Yield: 85.9%. RXN SMILES: [Cl:1][C:2]1[C:24]([Cl:25])=[CH:23][C:5]2[N:6]([C:11]3[CH:16]=[CH:15][C:14]([CH2:17][C:18]([O:20]CC)=[O:19])=[CH:13][CH:12]=3)[C:7]([CH2:9][CH3:10])=[N:8][C:4]=2[CH:3]=1.[OH-].[Na+]>CO>[Cl:1][C:2]1[C:24]([Cl:25])=[CH:23][C:5]2[N:6]([C:11]3[CH:12]=[CH:13][C:14]([CH2:17][C:18]([OH:20])=[O:19])=[CH:15][CH:16]=3)[C:7]([CH2:9][CH3:10])=[N:8][C:4]=2[CH:3]=1 |f:1.2|. Procedure details: To a stirred solution of ethyl [4-(5,6-dichloro-2-ethyl-1H-benzimidazol-1-yl)phenyl]acetate (step 3, 1.30 g, 3.4 mmol) in methanol was added 2N aqueous NaOH (3.4 mL) at room temperature. After 1 h, the mixture was concentrated and the residue was diluted in water (200 mL) and the mixture was washed with diethyl ether (100 mL). The aqueous layer was acidified with 2N hydrochloric acid and extracted with ethyl acetate/THF (v/v, 1:1, 300 mL). The organic extract was washed with water (200 mL), brin... Reactants: COc1ccc(CN(Cc2ccc(OC)cc2)c2ncc(-c3nc(N4CCOCC4)nc4c3CCN4)cn2)cc1, Nc1cccc(N2CCOCC2)c1, COc1ccc(CN(Cc2ccc(OC)cc2)c2ncc(-c3nc(N4CCOCC4)nc4c3CCN4C(=O)Nc3cccc(N4CCOCC4)c3)cn2)cc1. The product is Nc1ncc(-c2nc(N3CCOCC3)nc3c2CCN3C(=O)Nc2cccc(N3CCOCC3)c2)cn1. Reaction SMILES: [CH3:1][O:2][c:3]1[cH:4][cH:5][c:6]([CH2:7][N:8]([CH2:9][c:10]2[cH:11][cH:12][c:13]([O:14][CH3:15])[cH:16][cH:17]2)[c:18]2[n:19][cH:20][c:21](-[c:22]3[c:23]4[c:27]([n:28][c:29]([N:30]5[CH2:31][CH2:32][O:33][CH2:34][CH2:35]5)[n:36]3)[NH:26][CH2:25][CH2:24]4)[cH:37][n:38]2)[cH:39][cH:40]1.[O:41]1[CH2:42][CH2:43][N:44]([c:45]2[cH:46][c:47]([NH2:48])[cH:49][cH:50][cH:51]2)[CH2:52][CH2:53]1.[O:54]1[CH2:55][CH2:56][N:57]([c:60]2[cH:61][c:62]([NH:66][C:67](=[O:68])[N:69]3[CH2:70][CH2:71][c:72]4[c:73]3[n:74][c:75]([N:103]3[CH2:104][CH2:105][O:106][CH2:107][CH2:108]3)[n:76][c:77]4-[c:78]3[cH:79][n:80][c:81]([N:84]([CH2:85][c:86]4[cH:87][cH:88][c:89]([O:90][CH3:91])[cH:92][cH:93]4)[CH2:94][c:95]4[cH:96][cH:97][c:98]([O:99][CH3:100])[cH:101][cH:102]4)[n:82][cH:83]3)[cH:63][cH:64][cH:65]2)[CH2:58][CH2:59]1>>[O:54]1[CH2:55][CH2:56][N:57]([c:60]2[cH:61][c:62]([NH:66][C:67](=[O:68])[N:69]3[CH2:70][CH2:71][c:72]4[c:73]3[n:74][c:75]([N:103]3[CH2:104][CH2:105][O:106][CH2:107][CH2:108]3)[n:76][c:77]4-[c:78]3[cH:79][n:80][c:81]([NH2:84])[n:82][cH:83]3)[cH:63][cH:64][cH:65]2)[CH2:58][CH2:59]1.